This data is from the Open Reaction Database (ORD), a public repository of structured organic reaction records. The task is: describe an organic reaction: reactants, conditions, products, and yield Starting materials: CCO, CCCCCc1cc2c(c(O)c1I)CC(I)C(C)(C)O2, N#C[K]. The product is CCCCCc1cc2c(c(O)c1I)CC(C#N)C(C)(C)O2. Reaction SMILES: [CH3:24][CH2:25][OH:26].[I:1][CH:2]1[C:3]([CH3:19])([CH3:20])[O:4][c:5]2[cH:6][c:7]([CH2:14][CH2:15][CH2:16][CH2:17][CH3:18])[c:8]([I:13])[c:9]([OH:12])[c:10]2[CH2:11]1.[K:21][C:22]#[N:23]>>[CH:2]1([C:22]#[N:23])[C:3]([CH3:19])([CH3:20])[O:4][c:5]2[cH:6][c:7]([CH2:14][CH2:15][CH2:16][CH2:17][CH3:18])[c:8]([I:13])[c:9]([OH:12])[c:10]2[CH2:11]1. RXN SMILES: [CH2:17]1[CH2:18][NH:19][CH2:20][CH2:21][NH:22]1.[Cl:1][c:2]1[cH:3][cH:4][c:5]([S:8](=[O:9])(=[O:10])[NH:11][c:12]2[s:13][cH:14][cH:15][n:16]2)[cH:6][n:7]1.[O:23]=[CH:24][N:25]([CH3:26])[CH3:27]>>[c:2]1([N:19]2[CH2:18][CH2:17][NH:22][CH2:21][CH2:20]2)[cH:3][cH:4][c:5]([S:8](=[O:9])(=[O:10])[NH:11][c:12]2[s:13][cH:14][cH:15][n:16]2)[cH:6][n:7]1. Product: O=S(=O)(Nc1nccs1)c1ccc(N2CCNCC2)nc1. The reactants are C1CNCCN1, O=S(=O)(Nc1nccs1)c1ccc(Cl)nc1, CN(C)C=O. Reaction conditions: time 30 minute. Procedure details: To a solution of 4-bromo-6-(trifluoromethyl)-1H-indole (1 g, 3.79 mmol) in DMF (6 mL) was added 60% sodium hydride (0.182 g, 4.54 mmol), and the mixture was stirred for 30 min. 2-bromopropane (0.533 mL, 5.68 mmol) was added and the mixture was stirred overnight. The reaction was then quenched with 10% NaHCO3 and extracted with EtOAc (3×). The extract was dried over Na2SO4 and concentrated. The residue was purified using column chromatography (Silica gel, 0 to 100% EtOAc/hexanes) to give the titl... The solvent is CN(C)C=O (DMF). Isolated yield 39.6%. The reactants are BrC1=C2C=CNC2=CC(=C1)C(F)(F)F (4-bromo-6-(trifluoromethyl)-1H-indole), [H-].[Na+] (sodium hydride), BrC(C)C (2-bromopropane). Reaction SMILES: [Br:1][C:2]1[CH:10]=[C:9]([C:11]([F:14])([F:13])[F:12])[CH:8]=[C:7]2[C:3]=1[CH:4]=[CH:5][NH:6]2.[H-].[Na+].Br[CH:18]([CH3:20])[CH3:19]>CN(C=O)C>[Br:1][C:2]1[CH:10]=[C:9]([C:11]([F:12])([F:13])[F:14])[CH:8]=[C:7]2[C:3]=1[CH:4]=[CH:5][N:6]2[CH:18]([CH3:20])[CH3:19] |f:1.2|. Yields the product BrC1=C2C=CN(C2=CC(=C1)C(F)(F)F)C(C)C (4-Bromo-1-(1-methylethyl)-6-(trifluoromethyl)-1H-indole). The reactants are C(C)NC1=C(C=CC(=C1)N1CCNCC1)[N+](=O)[O-] (N-ethyl-2-nitro-5-(1-piperazinyl)aniline), FC1=C(C=CC(=C1)F)[N+](=O)[O-] (2,4-difluoro-1-nitrobenzene), CN1CCNCC1 (methylpiperazine). Product: C(C)NC1=C(C=CC(=C1)N1CCN(CC1)C)[N+](=O)[O-] (N-ethyl-5-(4-methyl-1-piperazinyl)-2-nitroaniline), solid. Isolated yield 99.0%. As a reaction SMILES: F[C:2]1C=C(F)C=CC=1[N+]([O-])=O.CN1CCNCC1.[CH2:19]([NH:21][C:22]1[CH:27]=[C:26]([N:28]2[CH2:33][CH2:32][NH:31][CH2:30][CH2:29]2)[CH:25]=[CH:24][C:23]=1[N+:34]([O-:36])=[O:35])[CH3:20]>>[CH2:19]([NH:21][C:22]1[CH:27]=[C:26]([N:28]2[CH2:29][CH2:30][N:31]([CH3:2])[CH2:32][CH2:33]2)[CH:25]=[CH:24][C:23]=1[N+:34]([O-:36])=[O:35])[CH3:20]. Reported procedure: N-ethyl-5-(4-methyl-1-piperazinyl)-2-nitroaniline was prepared from 2,4-difluoro-1-nitrobenzene and methylpiperazine using the same method described for N-ethyl-2-nitro-5-(1-piperazinyl)aniline and was obtained as yellow solid (99%). 1H NMR (CDCl3) δ 8.30 (br s, 1H), 8.08-8.04 (m, 1H), 6.25-6.20 (m, 1H), 5.89-5.86 (m, 1H), 3.45-3.39 (m, 4H), 3.35-3.25 (m, 2H), 2.56-2.50 (m, 4H), 2.35 (s, 3H), 1.37 (tr, J=7.2 Hz, 3)); 13C NMR δ (CDCl3) 155.92, 147.72, 128.99, 124.19, 104.30, 94.37, 54.78, 47.05, ...